Dataset: the Open Reaction Database (ORD), a public repository of structured organic reaction records. Task: describe an organic reaction: reactants, conditions, products, and yield Starting materials: CNC.C1CCOC1 (dimethylamine THF), C(C)(C)(C)OC(=O)N(C=1C2=C(N=CN1)N(C=C2I)[C@H]2C[C@H](N(C2)C(=O)OC(C)(C)C)C=O)C(=O)OC(C)(C)C ((2S,4S)-tert-butyl 4-(4-(bis(tert-butoxycarbonyl)amino)-5-iodo-7H-pyrrolo[2,3-d]pyrimidin-7-yl)-2-formylpyrrolidine-1-carboxylate), C(O)([O-])=O.[Na+] (sodium hydrogen carbonate), C(C)(=O)O[BH-](OC(C)=O)OC(C)=O.[Na+] (Sodium triacetoxyborohydride). Run in C(Cl)Cl (methylene chloride), C(C)(=O)O (acetic acid). Conditions: temperature 0 celsius, time 2 hour. Yields the product C(C)(C)(C)OC(=O)N(C=1C2=C(N=CN1)N(C=C2I)[C@H]2C[C@H](N(C2)C(=O)OC(C)(C)C)CN(C)C)C(=O)OC(C)(C)C ((2S,4S)-tert-butyl 4-(4-(bis(tert-butoxycarbonyl)amino)-5-iodo-7H-pyrrolo[2,3-d]pyrimidin-7-yl)-2-((dimethylamino)methyl)pyrrolidine-1-carboxylate). RXN SMILES: [CH3:1][NH:2][CH3:3].C1COCC1.[C:9]([O:13][C:14]([N:16]([C:41]([O:43][C:44]([CH3:47])([CH3:46])[CH3:45])=[O:42])[C:17]1[C:18]2[C:25]([I:26])=[CH:24][N:23]([C@@H:27]3[CH2:31][N:30]([C:32]([O:34][C:35]([CH3:38])([CH3:37])[CH3:36])=[O:33])[C@H:29]([CH:39]=O)[CH2:28]3)[C:19]=2[N:20]=[CH:21][N:22]=1)=[O:15])([CH3:12])([CH3:11])[CH3:10].C(O[BH-](OC(=O)C)OC(=O)C)(=O)C.[Na+].C(=O)([O-])O.[Na+]>C(Cl)Cl.C(O)(=O)C>[C:44]([O:43][C:41]([N:16]([C:14]([O:13][C:9]([CH3:10])([CH3:12])[CH3:11])=[O:15])[C:17]1[C:18]2[C:25]([I:26])=[CH:24][N:23]([C@@H:27]3[CH2:31][N:30]([C:32]([O:34][C:35]([CH3:37])([CH3:36])[CH3:38])=[O:33])[C@H:29]([CH2:39][N:2]([CH3:3])[CH3:1])[CH2:28]3)[C:19]=2[N:20]=[CH:21][N:22]=1)=[O:42])([CH3:47])([CH3:46])[CH3:45] |f:0.1,3.4,5.6|. Procedure details: A 1M dimethylamine THF solution (0.3 ml) and acetic acid (0.2 ml) were added to a solution of (2S,4S)-tert-butyl 4-(4-(bis(tert-butoxycarbonyl)amino)-5-iodo-7H-pyrrolo[2,3-d]pyrimidin-7-yl)-2-formylpyrrolidine-1-carboxylate (68 mg) obtained in Step 5 in methylene chloride (2 ml), and the resulting mixture was cooled to 0° C. Sodium triacetoxyborohydride (127 mg) was added to the reaction mixture, and stirred at 0° C. for 2 hours. The reaction mixture was neutralized using a sodium hydrogen carbo... Starting materials: O=C([O-])O, CC1(CSc2ccc(-c3ccc(OC(F)(F)F)cc3)cc2)NC(=O)NC1=O, CO, [Na+], O. Yields the product CC1(CS(=O)c2ccc(-c3ccc(OC(F)(F)F)cc3)cc2)NC(=O)NC1=O. As a reaction SMILES: [C:28]([O-:29])(=[O:30])[OH:31].[CH3:1][C:2]1([CH2:9][S:10][c:11]2[cH:12][cH:13][c:14](-[c:17]3[cH:18][cH:19][c:20]([O:23][C:24]([F:25])([F:26])[F:27])[cH:21][cH:22]3)[cH:15][cH:16]2)[C:3](=[O:8])[NH:4][C:5](=[O:7])[NH:6]1.[CH3:34][OH:35].[Na+:32].[OH2:33]>>[CH3:1][C:2]1([CH2:9][S:10]([c:11]2[cH:12][cH:13][c:14](-[c:17]3[cH:18][cH:19][c:20]([O:23][C:24]([F:25])([F:26])[F:27])[cH:21][cH:22]3)[cH:15][cH:16]2)=[O:29])[C:3](=[O:8])[NH:4][C:5](=[O:7])[NH:6]1. The reactants are Cc1oc2cc(Oc3ccnc4ccsc34)ccc2c1C(=O)Cl, Cc1cc(N)n[nH]1. The product is Cc1cc(NC(=O)c2c(C)oc3cc(Oc4ccnc5ccsc45)ccc23)n[nH]1. As a reaction SMILES: [CH3:1][c:2]1[o:3][c:4]2[c:5]([c:6]1[C:7](=[O:8])[Cl:9])[cH:10][cH:11][c:12]([O:14][c:15]1[c:16]3[c:17]([n:18][cH:19][cH:20]1)[cH:21][cH:22][s:23]3)[cH:13]2.[CH3:24][c:25]1[cH:26][c:27]([NH2:30])[n:28][nH:29]1>>[CH3:1][c:2]1[o:3][c:4]2[c:5]([c:6]1[C:7](=[O:8])[NH:30][c:27]1[cH:26][c:25]([CH3:24])[nH:29][n:28]1)[cH:10][cH:11][c:12]([O:14][c:15]1[c:16]3[c:17]([n:18][cH:19][cH:20]1)[cH:21][cH:22][s:23]3)[cH:13]2. RXN SMILES: [CH2:1]([CH:3]1[CH2:7][O:6]C[O:4]1)[CH3:2].[CH2:8](O)C(O)CC.C[Si]([C:18]1[NH:23][C:22](=[O:24])[N:21]([Si](C)(C)C)[C:20](=[O:29])[C:19]=1[F:30])(C)C.FC1C(=O)NC(=O)NC=1.C(=O)(O)[O-].[Na+]>C(Cl)(Cl)Cl.CO>[OH:6][CH2:7][CH:3]([O:4][N:23]1[CH:18]=[C:19]([F:30])[C:20](=[O:29])[N:21]([CH3:8])[C:22]1=[O:24])[CH2:1][CH3:2] |f:4.5|. Reaction conditions: time 1 hour. Run in CO (methanol), C(Cl)(Cl)Cl (chloroform). Starting materials: FC=1C(NC(NC1)=O)=O (5-fluorouracil), C(C)C1OCOC1 (4-Ethyl-1,3-dioxolane), C(C(CC)O)O (butane-1,2-diol), stannic chloride, C[Si](C)(C)C1=C(C(N(C(N1)=O)[Si](C)(C)C)=O)F (bis(trimethylsilyl)-5-fluorouracil), C([O-])(O)=O.[Na+] (sodium bicarbonate). The product is OCC(CC)ON1C(=O)N(C(=O)C(=C1)F)C (1-(1-hydroxymethylpropyloxy)-methyl-5-fluorouracil). Reported procedure: 4-Ethyl-1,3-dioxolane (10 ml) prepared from butane-1,2-diol was added to bis(trimethylsilyl)-5-fluorouracil prepared from 5-fluorouracil (10 g) as in Example 1. To the mixture was added dropwise a solution of anhydrous stannic chloride (6 ml) in chloroform (15 ml) over one hour under cooling in an ice bath followed by stirring at room temperature for one hour. The reaction mixture was poured into methanol (100 ml) containing sodium bicarbonate (30 g), and after removing the resulting precipitate...